Dataset: the Open Reaction Database (ORD), a public repository of structured organic reaction records. Task: describe an organic reaction: reactants, conditions, products, and yield Reactants: c1ccc(CN2CCNCC2)cc1, Cl, N#C[K], O=C1CCCCC1, O. Product: N#CC1(N2CCN(Cc3ccccc3)CC2)CCCCC1. RXN SMILES: [CH2:1]([c:2]1[cH:3][cH:4][cH:5][cH:6][cH:7]1)[N:8]1[CH2:9][CH2:10][NH:11][CH2:12][CH2:13]1.[ClH:14].[K:22][C:23]#[N:24].[O:15]=[C:16]1[CH2:17][CH2:18][CH2:19][CH2:20][CH2:21]1.[OH2:25]>>[CH2:1]([c:2]1[cH:3][cH:4][cH:5][cH:6][cH:7]1)[N:8]1[CH2:9][CH2:10][N:11]([C:16]2([C:23]#[N:24])[CH2:17][CH2:18][CH2:19][CH2:20][CH2:21]2)[CH2:12][CH2:13]1.